Dataset: the Open Reaction Database (ORD), a public repository of structured organic reaction records. Task: describe an organic reaction: reactants, conditions, products, and yield Reactants: BrC1=C(N=C(N(C1=O)CC1=CC=C(C=C1)C=1C(=CC=CC1)C#N)CCC)CC (4′-[(5-bromo-4-ethyl-6-oxo-2-propylpyrimidin-1(6H)-yl)methyl]biphenyl-2-carbonitrile), C(C)OC1=CC=C(C=N1)B(O)O ((6-ethoxypyridin-3-yl)boronic acid), C([O-])([O-])=O.[Cs+].[Cs+] (cesium carbonate), O1CCOCC1 (1,4-dioxane). The reagents and catalysts are C1=CC=C(C=C1)P([C-]2C=CC=C2)C3=CC=CC=C3.C1=CC=C(C=C1)P([C-]2C=CC=C2)C3=CC=CC=C3.Cl[Pd]Cl.[Fe+2].ClCCl ([1,1′-bis(diphenylphosphino)ferrocene]dichloropalladium(II) dichloromethane). The solvent is C(C)(=O)OCC (ethyl acetate). Run at temperature 100 celsius, time 12 hour. The product is C(C)OC1=CC=C(C=N1)C1=C(N=C(N(C1=O)CC1=CC=C(C=C1)C=1C(=CC=CC1)C#N)CCC)CC (4′-{[5-(6-ethoxypyridin-3-yl)-4-ethyl-6-oxo-2-propylpyrimidin-1(6H)-yl]methyl}biphenyl-2-carbonitrile). Yield: 98.5%. As a reaction SMILES: Br[C:2]1[C:7](=[O:8])[N:6]([CH2:9][C:10]2[CH:15]=[CH:14][C:13]([C:16]3[C:17]([C:22]#[N:23])=[CH:18][CH:19]=[CH:20][CH:21]=3)=[CH:12][CH:11]=2)[C:5]([CH2:24][CH2:25][CH3:26])=[N:4][C:3]=1[CH2:27][CH3:28].[CH2:29]([O:31][C:32]1[N:37]=[CH:36][C:35](B(O)O)=[CH:34][CH:33]=1)[CH3:30].C(=O)([O-])[O-].[Cs+].[Cs+].O1CCOCC1>C(OCC)(=O)C.C1C=CC(P(C2C=CC=CC=2)[C-]2C=CC=C2)=CC=1.C1C=CC(P(C2C=CC=CC=2)[C-]2C=CC=C2)=CC=1.Cl[Pd]Cl.[Fe+2].ClCCl>[CH2:29]([O:31][C:32]1[N:37]=[CH:36][C:35]([C:2]2[C:7](=[O:8])[N:6]([CH2:9][C:10]3[CH:15]=[CH:14][C:13]([C:16]4[C:17]([C:22]#[N:23])=[CH:18][CH:19]=[CH:20][CH:21]=4)=[CH:12][CH:11]=3)[C:5]([CH2:24][CH2:25][CH3:26])=[N:4][C:3]=2[CH2:27][CH3:28])=[CH:34][CH:33]=1)[CH3:30] |f:2.3.4,7.8.9.10.11|. Procedure details: A mixture of 4′-[(5-bromo-4-ethyl-6-oxo-2-propylpyrimidin-1(6H)-yl)methyl]biphenyl-2-carbonitrile (0.5 g), (6-ethoxypyridin-3-yl)boronic acid (0.23 g), [1,1′-bis(diphenylphosphino)ferrocene]dichloropalladium(II) dichloromethane adduct (0.05 g), 2 M aqueous cesium carbonate solution (5 mL) and 1,4-dioxane (5 mL) was stirred at 100° C. for 12 hr. The reaction mixture was diluted with ethyl acetate, washed with water and then with saturated brine, and dried over anhydrous magnesium sulfate. The sol... Reactants: C=Cc1c(C)c2c(c(OS(=O)(=O)c3ccc(C)cc3)c1CC=C(C)CCC(=O)OC)C(=O)OC2, CCO, Cl[Rh](Cl)Cl, c1ccc(P(c2ccccc2)c2ccccc2)cc1, c1ccc(P(c2ccccc2)c2ccccc2)cc1, c1ccc(P(c2ccccc2)c2ccccc2)cc1, c1ccccc1. Product: CCc1c(C)c2c(c(OS(=O)(=O)c3ccc(C)cc3)c1CC=C(C)CCC(=O)OC)C(=O)OC2. As a reaction SMILES: [CH3:1][c:2]1[c:3]([CH:33]=[CH2:34])[c:4]([CH2:23][CH:24]=[C:25]([CH2:26][CH2:27][C:28](=[O:29])[O:30][CH3:31])[CH3:32])[c:5]([O:12][S:13](=[O:14])(=[O:15])[c:16]2[cH:17][cH:18][c:19]([CH3:22])[cH:20][cH:21]2)[c:6]2[c:10]1[CH2:9][O:8][C:7]2=[O:11].[CH3:41][CH2:42][OH:43].[Rh:44]([Cl:45])([Cl:46])[Cl:47].[c:48]1([P:49]([c:50]2[cH:51][cH:52][cH:53][cH:54][cH:55]2)[c:56]2[cH:57][cH:58][cH:59][cH:60][cH:61]2)[cH:62][cH:63][cH:64][cH:65][cH:66]1.[c:67]1([P:68]([c:69]2[cH:70][cH:71][cH:72][cH:73][cH:74]2)[c:75]2[cH:76][cH:77][cH:78][cH:79][cH:80]2)[cH:81][cH:82][cH:83][cH:84][cH:85]1.[c:86]1([P:87]([c:88]2[cH:89][cH:90][cH:91][cH:92][cH:93]2)[c:94]2[cH:95][cH:96][cH:97][cH:98][cH:99]2)[cH:100][cH:101][cH:102][cH:103][cH:104]1.[cH:35]1[cH:36][cH:37][cH:38][cH:39][cH:40]1>>[CH3:1][c:2]1[c:3]([CH2:33][CH3:34])[c:4]([CH2:23][CH:24]=[C:25]([CH2:26][CH2:27][C:28](=[O:29])[O:30][CH3:31])[CH3:32])[c:5]([O:12][S:13](=[O:14])(=[O:15])[c:16]2[cH:17][cH:18][c:19]([CH3:22])[cH:20][cH:21]2)[c:6]2[c:10]1[CH2:9][O:8][C:7]2=[O:11]. The yield is 81.2%. The solvent is N (Ammonia). Reported procedure: A round-bottomed flask was equipped with a dry ice-ethanol condenser and immersed in a dry ice-ethanol cooling bath. Ammonia (200 mL) was condensed into the flask followed by the addition of (2R)-2-{[2-amino-5-(benzylthio)[1,3]thiazolo[4,5-d]pyrimidin-7-yl](methyl)amino}pentan-1-ol (5.43 g, 13.9 mmol). The resulting mixture was allowed to warm to −33° C. and sodium metal was added in small pieces until a blue colour appeared and persisted for 30 seconds. The reaction was then quenched by additio... The reactants are NC=1SC2=C(N=C(N=C2N([C@@H](CO)CCC)C)SCC2=CC=CC=C2)N1 ((2R)-2-{[2-amino-5-(benzylthio)[1,3]thiazolo[4,5-d]pyrimidin-7-yl](methyl)amino}pentan-1-ol), [Na] (sodium). Reaction conditions: temperature -33 celsius, time 30 second. As a reaction SMILES: [NH2:1][C:2]1[S:3][C:4]2[C:9]([N:10]([CH3:17])[C@H:11]([CH2:14][CH2:15][CH3:16])[CH2:12][OH:13])=[N:8][C:7]([S:18]CC3C=CC=CC=3)=[N:6][C:5]=2[N:26]=1.[Na]>N>[NH2:1][C:2]1[S:3][C:4]2[C:9]([N:10]([CH3:17])[C@H:11]([CH2:14][CH2:15][CH3:16])[CH2:12][OH:13])=[N:8][C:7]([SH:18])=[N:6][C:5]=2[N:26]=1 |^1:26|. The product is NC=1SC2=C(N=C(N=C2N([C@@H](CO)CCC)C)S)N1 ((2R)-2-[(2-Amino-5-mercapto[1,3]thiazolo[4,5-d]pyrimidin-7-yl)(methyl)amino]pentan-1-ol). Starting materials: F[C@H]1C[C@H]2[C@@H]3C[C@H]([C@H](C(C)=O)[C@]3(C[C@@H]([C@@]2([C@]2(C=CC(C=C12)=O)C)F)O)C)C (6α,9α-difluoro-11β-hydroxy-16α-methyl-1,4-pregnadiene-3,20-dione), [Cl-].[NH4+] (ammonium chloride), CO (methanol). Reagents/catalysts: C(C)(=O)[O-].[Cu+2].C(C)(=O)[O-] (copper (II) acetate). Yields the product F[C@H]1C[C@H]2[C@@H]3C[C@H]([C@H](C(C=O)=O)[C@]3(C[C@@H]([C@@]2([C@]2(C=CC(C=C12)=O)C)F)O)C)C (6α,9α-difluoro-11β-hydroxy-3,20-dioxo-16α-methyl-1,4-pregnadien-21-al). RXN SMILES: [F:1][C@@H:2]1[C:21]2[C@:16]([CH3:23])([CH:17]=[CH:18][C:19](=[O:22])[CH:20]=2)[C@:15]2([F:24])[C@H:4]([C@H:5]3[C@:12]([CH3:26])([CH2:13][C@@H:14]2[OH:25])[C@@H:8]([C:9](=[O:11])[CH3:10])[C@H:7]([CH3:27])[CH2:6]3)[CH2:3]1.[Cl-].[NH4+].C[OH:31]>C([O-])(=O)C.[Cu+2].C([O-])(=O)C>[F:1][C@@H:2]1[C:21]2[C@:16]([CH3:23])([CH:17]=[CH:18][C:19](=[O:22])[CH:20]=2)[C@:15]2([F:24])[C@H:4]([C@H:5]3[C@:12]([CH3:26])([CH2:13][C@@H:14]2[OH:25])[C@@H:8]([C:9](=[O:11])[CH:10]=[O:31])[C@H:7]([CH3:27])[CH2:6]3)[CH2:3]1 |f:1.2,4.5.6|. Procedure: 3.0 g. of 6α,9α-difluoro-11β-hydroxy-16α-methyl-1,4-pregnadiene-3,20-dione is dissolved in 300 ml. of methanol. After adding 1.0 g. of copper (II) acetate, air is sucked through the solution for 30 minutes and the solution is then combined with saturated ammonium chloride solution. The mixture is extracted with dichloromethane, the organic phase is washed with water and dried over sodium sulfate. After evaporating the solvent under vacuum, 3.3 g. of 6α,9α-difluoro-11β-hydroxy-3,20-dioxo-16α-meth... The reactants are C(CCCCCCCO)O (1,8-octanediol), [H-].[Na+] (sodium hydride), [OH-].[K+] (potassium hydroxide), CN(C(N(C)C)=S)C (tetramethylthiourea), ICCCCCC(=O)OCC (ethyl 6-iodocaproate). Run in C(C)#N (acetonitrile), CC(C)(C)OC.CCCCC (MTBE n-pentane), C(C)#N (acetonitrile). Reaction conditions: temperature 50 celsius, time 30 minute. Yields the product OCCCCCCCCSCCCCCC(=O)O (15-Hydroxy-7-thiapentadecanoic acid). As a reaction SMILES: CN(C)[C:3](=[S:7])N(C)C.IC[CH2:11][CH2:12][CH2:13][CH2:14][C:15]([O:17]CC)=[O:16].[CH2:20](O)[CH2:21][CH2:22][CH2:23][CH2:24][CH2:25][CH2:26][CH2:27][OH:28].[H-].[Na+].[OH-].[K+]>C(#N)C.CC(OC)(C)C.CCCCC>[OH:28][CH2:27][CH2:26][CH2:25][CH2:24][CH2:23][CH2:22][CH2:21][CH2:20][S:7][CH2:3][CH2:11][CH2:12][CH2:13][CH2:14][C:15]([OH:17])=[O:16] |f:3.4,5.6,8.9|. Reported procedure: a solution of 14 g (0.11 mol) of tetramethylthiourea and 28 g (0.10 mol) of ethyl 6-iodocaproate in 220 ml of dry acetonitrile was heated under reflux for 2 h. In a further reaction vessel 23 g (0.16 mol) of 1,8-octanediol was dissolved in 650 ml of dry acetonitrile under argon, the solution was treated with 4.5 g (0.11 mol) of a 60 percent sodium hydride suspension in mineral oil and heated under reflux for 45 min. Both batches were left to cool to 50° C. and thereupon combined cautiously withi... Starting materials: C(C)(C)(C)C=1C=C(C=O)C=C(C1O)C(C)(C)C (3,5-di-tert-butyl-4-hydroxybenzaldehyde), CN1C(SCC1=O)=S (N-methylrhodanine). Product: CC(C)(C)C=1C=C(C=C(C1O)C(C)(C)C)C=C1C(N(C(S1)=S)C)=O (5-[[3,5-bis(1,1-dimethylethyl)-4-hydroxyphenyl]methylene]-3-methyl -2-thioxo -4-thiazolidinone). The yield is 76.0%. Reaction SMILES: [C:1]([C:5]1[CH:6]=[C:7]([CH:10]=[C:11]([C:14]([CH3:17])([CH3:16])[CH3:15])[C:12]=1[OH:13])[CH:8]=O)([CH3:4])([CH3:3])[CH3:2].[CH3:18][N:19]1[C:23](=[O:24])[CH2:22][S:21][C:20]1=[S:25]>>[CH3:4][C:1]([C:5]1[CH:6]=[C:7]([CH:8]=[C:22]2[S:21][C:20](=[S:25])[N:19]([CH3:18])[C:23]2=[O:24])[CH:10]=[C:11]([C:14]([CH3:17])([CH3:16])[CH3:15])[C:12]=1[OH:13])([CH3:2])[CH3:3]. Procedure details: The title compound was prepared in 76% yield from 3,5-di-tert-butyl-4-hydroxybenzaldehyde and N-methylrhodanine following the procedure of Example 1, m.p. >230° C.